Dataset: the Open Reaction Database (ORD), a public repository of structured organic reaction records. Task: describe an organic reaction: reactants, conditions, products, and yield The reactants are N#CC1=C(C#N)C(=O)C(Cl)=C(Cl)C1=O, O=CC=Cc1ccccc1, OCCO. The product is O=C(C=Cc1ccccc1)OCCO. Reaction SMILES: [Cl:11][C:12]1=[C:23]([Cl:24])[C:21](=[O:22])[C:18]([C:19]#[N:20])=[C:15]([C:16]#[N:17])[C:13]1=[O:14].[O:1]=[CH:2][CH:3]=[CH:4][c:5]1[cH:6][cH:7][cH:8][cH:9][cH:10]1.[OH:25][CH2:26][CH2:27][OH:28]>>[O:1]=[C:2]([CH:3]=[CH:4][c:5]1[cH:6][cH:7][cH:8][cH:9][cH:10]1)[O:25][CH2:26][CH2:27][OH:28].